From a dataset of the Open Reaction Database (ORD), a public repository of structured organic reaction records. describe an organic reaction: reactants, conditions, products, and yield Starting materials: CCCc1cc(Cn2c(=O)[nH]c3ccccc32)cc(CCC)c1OC(C(=O)OCC)c1cccc(C)c1, CO, [K+], [OH-]. The product is CCCc1cc(Cn2c(=O)[nH]c3ccccc32)cc(CCC)c1OC(C(=O)O)c1cccc(C)c1. Reaction SMILES: [C:1](=[O:2])([O:3][CH2:4][CH3:5])[CH:6]([O:7][c:8]1[c:9]([CH2:28][CH2:29][CH3:30])[cH:10][c:11]([CH2:17][n:18]2[c:19](=[O:27])[nH:20][c:21]3[c:22]2[cH:23][cH:24][cH:25][cH:26]3)[cH:12][c:13]1[CH2:14][CH2:15][CH3:16])[c:31]1[cH:32][c:33]([CH3:37])[cH:34][cH:35][cH:36]1.[CH3:40][OH:41].[K+:39].[OH-:38]>>[C:1](=[O:2])([OH:3])[CH:6]([O:7][c:8]1[c:9]([CH2:28][CH2:29][CH3:30])[cH:10][c:11]([CH2:17][n:18]2[c:19](=[O:27])[nH:20][c:21]3[c:22]2[cH:23][cH:24][cH:25][cH:26]3)[cH:12][c:13]1[CH2:14][CH2:15][CH3:16])[c:31]1[cH:32][c:33]([CH3:37])[cH:34][cH:35][cH:36]1. Reported procedure: A mixture of 11 g (27 mmol) of 3-hydroxy-5-[3-[4-(phenyl-methoxy)phenoxy]propoxy]benzoic acid methyl ester, 9.9 g (29.6 mmol) of 1-bromooctadecane and 7.5 g (55 mmol) of potassium carbonate in 225 ml of DMF was stirred and heated at 80° for 30 hours. The solvent was removed at reduced pressure and the residue was purified by chromatography on 300 g of silica gel using 10% ethyl acetate-hexane to give 15.7 g (88% yield, mp 76°-77°) of 3-(octadecyloxy)-5-[3-[4-(phenylmethoxy)phenoxy]propoxy]benzoi... The yield is 88.0%. Reaction SMILES: [CH3:1][O:2][C:3](=[O:30])[C:4]1[CH:9]=[C:8]([O:10][CH2:11][CH2:12][CH2:13][O:14][C:15]2[CH:20]=[CH:19][C:18]([O:21][CH2:22][C:23]3[CH:28]=[CH:27][CH:26]=[CH:25][CH:24]=3)=[CH:17][CH:16]=2)[CH:7]=[C:6]([OH:29])[CH:5]=1.Br[CH2:32][CH2:33][CH2:34][CH2:35][CH2:36][CH2:37][CH2:38][CH2:39][CH2:40][CH2:41][CH2:42][CH2:43][CH2:44][CH2:45][CH2:46][CH2:47][CH2:48][CH3:49].C(=O)([O-])[O-].[K+].[K+]>CN(C=O)C>[CH3:1][O:2][C:3](=[O:30])[C:4]1[CH:9]=[C:8]([O:10][CH2:11][CH2:12][CH2:13][O:14][C:15]2[CH:20]=[CH:19][C:18]([O:21][CH2:22][C:23]3[CH:28]=[CH:27][CH:26]=[CH:25][CH:24]=3)=[CH:17][CH:16]=2)[CH:7]=[C:6]([O:29][CH2:49][CH2:48][CH2:47][CH2:46][CH2:45][CH2:44][CH2:43][CH2:42][CH2:41][CH2:40][CH2:39][CH2:38][CH2:37][CH2:36][CH2:35][CH2:34][CH2:33][CH3:32])[CH:5]=1 |f:2.3.4|. Starting materials: COC(C1=CC(=CC(=C1)OCCCOC1=CC=C(C=C1)OCC1=CC=CC=C1)O)=O (3-hydroxy-5-[3-[4-(phenyl-methoxy)phenoxy]propoxy]benzoic acid methyl ester), BrCCCCCCCCCCCCCCCCCC (1-bromooctadecane), C([O-])([O-])=O.[K+].[K+] (potassium carbonate). Solvent: CN(C)C=O (DMF). Yields the product COC(C1=CC(=CC(=C1)OCCCOC1=CC=C(C=C1)OCC1=CC=CC=C1)OCCCCCCCCCCCCCCCCCC)=O (3-(octadecyloxy)-5-[3-[4-(phenylmethoxy)phenoxy]propoxy]benzoic acid methyl ester). Reactants: CC(C)(C)c1ccc(N)cc1, COC(=O)c1c(CC=O)cccc1[N+](=O)[O-], ClCCl. Yields the product COC(=O)c1c(CCNc2ccc(C(C)(C)C)cc2)cccc1[N+](=O)[O-]. RXN SMILES: [C:17]([CH3:18])([CH3:19])([CH3:20])[c:21]1[cH:22][cH:23][c:24]([NH2:25])[cH:26][cH:27]1.[CH3:1][O:2][C:3]([c:4]1[c:5]([N+:13](=[O:14])[O-:15])[cH:6][cH:7][cH:8][c:9]1[CH2:10][CH:11]=[O:12])=[O:16].[Cl:28][CH2:29][Cl:30]>>[CH3:1][O:2][C:3]([c:4]1[c:5]([N+:13](=[O:14])[O-:15])[cH:6][cH:7][cH:8][c:9]1[CH2:10][CH2:11][NH:25][c:24]1[cH:23][cH:22][c:21]([C:17]([CH3:18])([CH3:19])[CH3:20])[cH:27][cH:26]1)=[O:16]. Starting materials: CN(C(C(=S)OCC)=CC=C(C(=O)OCC)C1=CC=CC=C1)C (diethyl 2-dimethylamino-5-phenylthio-2,4-hexadienedioate), CC[O-].[Na+] (sodium ethylate), C1(=CC=CC=C1)CC(=O)OCC (ethyl phenylacetate), F[B-](F)(F)F.CN(C(=CC=[N+](C)C)C(=O)OCC)C (N-(3-dimethylamino-3-ethoxycarbonylpropenylidene)-N-methylmethanaminium tetrafluoroborate), ethanolic solution. Run in C(C)O (ethanol). The product is CN(C(C(=O)OCC)=CC=C(C(=O)OCC)C1=CC=CC=C1)C (diethyl 2-dimethylamino-5-phenyl-2,4-hexadienedioate). As a reaction SMILES: [CH3:1][N:2]([CH3:23])[C:3](=[CH:9][CH:10]=[C:11]([C:17]1[CH:22]=[CH:21][CH:20]=[CH:19][CH:18]=1)[C:12]([O:14][CH2:15][CH3:16])=[O:13])[C:4]([O:6][CH2:7][CH3:8])=S.F[B-](F)(F)F.CN(C)C(C(OCC)=[O:38])=CC=[N+](C)C.CC[O-].[Na+].C1(CC(OCC)=O)C=CC=CC=1>C(O)C>[CH3:1][N:2]([CH3:23])[C:3](=[CH:9][CH:10]=[C:11]([C:17]1[CH:22]=[CH:21][CH:20]=[CH:19][CH:18]=1)[C:12]([O:14][CH2:15][CH3:16])=[O:13])[C:4]([O:6][CH2:7][CH3:8])=[O:38] |f:1.2,3.4|. Procedure: The procedure is as in Example 2 for the preparation of diethyl 2-dimethylamino-5-phenylthio-2,4-hexadienedioate, starting with N-(3-dimethylamino-3-ethoxycarbonylpropenylidene)-N-methylmethanaminium tetrafluoroborate (10 g), a 2M ethanolic solution of sodium ethylate (21 cc) and ethyl phenylacetate (5.6 cc) in ethanol (100 cc). After purification by chromatography on a silica column, with a mixture of cyclohexane and ethyl acetate (80:20 by volume) as eluent, diethyl 2-dimethylamino-5-phenyl-2,... Reactants: C(=C)Cl (vinyl chloride), C(C)(=O)OC=C (vinyl acetate). Yields the product C1CCOC1.O1CCCC1 (THF Tetrahydrofuran). Reaction SMILES: C(Cl)=C.[C:4]([O:7][CH:8]=[CH2:9])(=O)[CH3:5]>>[CH2:9]1[CH2:8][O:7][CH2:4][CH2:5]1.[O:7]1[CH2:8][CH2:9][CH2:5][CH2:4]1 |f:2.3|. Procedure details: VROH--Copolymer of vinyl chloride and vinyl acetate (partially hydrolysed) (Union Carbide) Reactants: Cl.N[C@H]1CC[C@H](CC1)NC(=O)C1=C(NC2=C1N=CN=C2C2=C(C=CC(=C2)C(C)C)OCC2CC2)C (N-(cis-4-aminocyclohexyl)-4-[2-(cyclopropylmethoxy)-5-(propan-2-yl)phenyl]-6-methyl-5H-pyrrolo[3,2-d]pyrimidine-7-carboxamide hydrochloride), COCC(=O)Cl (methoxy-acetyl chloride). The product is C1(CC1)COC1=C(C=C(C=C1)C(C)C)C=1C2=C(N=CN1)C(=C(N2)C)C(=O)N[C@@H]2CC[C@@H](CC2)NC(COC)=O (4-[2-(Cyclopropylmethoxy)-5-(propan-2-yl)phenyl]-N-{cis-4-[(methoxyacetyl)amino]cyclohexyl}-6-methyl-5H-pyrrolo[3,2-d]pyrimidine-7-carboxamide). RXN SMILES: Cl.[NH2:2][C@@H:3]1[CH2:8][CH2:7][C@H:6]([NH:9][C:10]([C:12]2[C:16]3[N:17]=[CH:18][N:19]=[C:20]([C:21]4[CH:26]=[C:25]([CH:27]([CH3:29])[CH3:28])[CH:24]=[CH:23][C:22]=4[O:30][CH2:31][CH:32]4[CH2:34][CH2:33]4)[C:15]=3[NH:14][C:13]=2[CH3:35])=[O:11])[CH2:5][CH2:4]1.[CH3:36][O:37][CH2:38][C:39](Cl)=[O:40]>>[CH:32]1([CH2:31][O:30][C:22]2[CH:23]=[CH:24][C:25]([CH:27]([CH3:29])[CH3:28])=[CH:26][C:21]=2[C:20]2[C:15]3[NH:14][C:13]([CH3:35])=[C:12]([C:10]([NH:9][C@H:6]4[CH2:7][CH2:8][C@@H:3]([NH:2][C:39](=[O:40])[CH2:38][O:37][CH3:36])[CH2:4][CH2:5]4)=[O:11])[C:16]=3[N:17]=[CH:18][N:19]=2)[CH2:33][CH2:34]1 |f:0.1|. Procedure details: Starting from N-(cis-4-aminocyclohexyl)-4-[2-(cyclopropylmethoxy)-5-(propan-2-yl)phenyl]-6-methyl-5H-pyrrolo[3,2-d]pyrimidine-7-carboxamide hydrochloride (example D.f54) and commercially available methoxy-acetyl chloride the title compound is obtained as colorless solid. The reactants are ClCC(=O)N[C@H]1CN2C(OC1)=NC(=C2)[N+](=O)[O-] ((S)-2-chloro-N-(2-nitro-6,7-dihydro-5H-imidazo[2,1-b][1,3]oxazin-6-yl)acetamide), COCCOC1=CC=C(OC2CCNCC2)C=C1 (4-(4-(2-methoxyethoxy)phenoxy)piperidine). The product is COCCOC1=CC=C(OC2CCN(CC2)CC(=O)N[C@H]2CN3C(OC2)=NC(=C3)[N+](=O)[O-])C=C1 ((S)-2-(4-(4-(2-methoxyethoxy)phenoxy)piperidin-1-yl)-N-(2-nitro-6,7-dihydro-5H-imidazo[2,1-b][1,3]oxazin-6-yl)acetamide). Yield: 56.4%. Reaction SMILES: Cl[CH2:2][C:3]([NH:5][C@@H:6]1[CH2:11][O:10][C:9]2=[N:12][C:13]([N+:15]([O-:17])=[O:16])=[CH:14][N:8]2[CH2:7]1)=[O:4].[CH3:18][O:19][CH2:20][CH2:21][O:22][C:23]1[CH:35]=[CH:34][C:26]([O:27][CH:28]2[CH2:33][CH2:32][NH:31][CH2:30][CH2:29]2)=[CH:25][CH:24]=1>>[CH3:18][O:19][CH2:20][CH2:21][O:22][C:23]1[CH:35]=[CH:34][C:26]([O:27][CH:28]2[CH2:33][CH2:32][N:31]([CH2:2][C:3]([NH:5][C@@H:6]3[CH2:11][O:10][C:9]4=[N:12][C:13]([N+:15]([O-:17])=[O:16])=[CH:14][N:8]4[CH2:7]3)=[O:4])[CH2:30][CH2:29]2)=[CH:25][CH:24]=1. Procedure details: Similar to the manipulation of example 1, with (S)-2-chloro-N-(2-nitro-6,7-dihydro-5H-imidazo[2,1-b][1,3]oxazin-6-yl)acetamide (130 mg, 0.50 mmol) and 4-(4-(2-methoxyethoxy)phenoxy)piperidine (251 mg, 1.0 mmol) as crude materials, 134 mg title compound was generated and yield was 56%. The reactants are CC1=NC=CC=2C(=CC=CC12)N (1-methylisoquinolin-5-amine), BrC1=CC=C(C=C1)CN=C=O (1-bromo-4-(isocyanatomethyl)benzene). Run in C1(=CC=CC=C1)C (toluene). Reaction conditions: temperature 90 celsius. Product: BrC1=CC=C(C=C1)CNC(=O)NC1=C2C=CN=C(C2=CC=C1)C (N-[(4-bromophenyl)methyl]-N′-(1-methylisoquinolin-5-yl)urea). As a reaction SMILES: [CH3:1][C:2]1[C:11]2[CH:10]=[CH:9][CH:8]=[C:7]([NH2:12])[C:6]=2[CH:5]=[CH:4][N:3]=1.[Br:13][C:14]1[CH:19]=[CH:18][C:17]([CH2:20][N:21]=[C:22]=[O:23])=[CH:16][CH:15]=1>C1(C)C=CC=CC=1>[Br:13][C:14]1[CH:15]=[CH:16][C:17]([CH2:20][NH:21][C:22]([NH:12][C:7]2[CH:8]=[CH:9][CH:10]=[C:11]3[C:6]=2[CH:5]=[CH:4][N:3]=[C:2]3[CH3:1])=[O:23])=[CH:18][CH:19]=1. Procedure details: The product from Example 65A (480 mg, 3.04 mmol) in toluene (9 mL) was treated with 1-bromo-4-(isocyanatomethyl)benzene (0.43, 3.07 mmol) with stirring. After heating the mixture at 90° C. for 1 hour, the mixture was allowed to cool to room temperature, filtered, and the filter cake washed with toluene to provide the title compound. The corresponding di-hydrochloride salt was prepared using methanolic HCl (680 mg, 50%). 1H NMR (300 MHz, DMSO-d6) δ 8.74 (s, 1H), 8.38 (d, J=6.1 Hz, 1H), 8.25 (d, J...